Dataset: the Open Reaction Database (ORD), a public repository of structured organic reaction records. Task: describe an organic reaction: reactants, conditions, products, and yield Starting materials: ClC(Cl)Cl, O=C(Cl)CCCCl, ClCCl, O=C1CCc2cc(OCCCCc3nnnn3C3CCCCC3)ccc2N1, c1ccncc1. The product is O=C(CCCCl)N1C(=O)CCc2cc(OCCCCc3nnnn3C3CCCCC3)ccc21. As a reaction SMILES: [CH:41]([Cl:42])([Cl:43])[Cl:44].[Cl:34][CH2:35][CH2:36][CH2:37][C:38](=[O:39])[Cl:40].[Cl:45][CH2:46][Cl:47].[O:1]=[C:2]1[CH2:3][CH2:4][c:5]2[cH:6][c:7]([O:8][CH2:9][CH2:10][CH2:11][CH2:12][c:13]3[n:14][n:15][n:16][n:17]3[CH:18]3[CH2:19][CH2:20][CH2:21][CH2:22][CH2:23]3)[cH:24][cH:25][c:26]2[NH:27]1.[cH:28]1[cH:29][cH:30][n:31][cH:32][cH:33]1>>[O:1]=[C:2]1[CH2:3][CH2:4][c:5]2[cH:6][c:7]([O:8][CH2:9][CH2:10][CH2:11][CH2:12][c:13]3[n:14][n:15][n:16][n:17]3[CH:18]3[CH2:19][CH2:20][CH2:21][CH2:22][CH2:23]3)[cH:24][cH:25][c:26]2[N:27]1[C:38]([CH2:37][CH2:36][CH2:35][Cl:34])=[O:39].